From a dataset of the Open Reaction Database (ORD), a public repository of structured organic reaction records. describe an organic reaction: reactants, conditions, products, and yield Starting materials: BrC1=C(C=CC(=C1)F)C1N=C(NC(=C1C(=O)OCC)CBr)N1N=CN=C1 (Ethyl 4-(2-bromo-4-fluorophenyl)-6-(bromomethyl)-2-(1H-1,2,4-triazol-1-yl)-1,4-dihydropyrimidine-5-carboxylate), Cl.N1CC(OCC1)CC(=O)O (2-(morpholin-2-yl)acetic acid hydrochloride). Product: BrC1=C(C=CC(=C1)F)C1C(=C(NC(=N1)N1N=CN=C1)CN1CC(OCC1)CC(=O)O)C(=O)OCC (2-(4-((6-(2-bromo-4-fluorophenyl)-5-(ethoxycarbonyl)-2-(1H-1,2,4-triazol-1-yl)-3,6-dihydropyrimidin-4-yl)methyl)morpholin-2-yl)acetic acid). Yield: 38.7%. RXN SMILES: [Br:1][C:2]1[CH:7]=[C:6]([F:8])[CH:5]=[CH:4][C:3]=1[CH:9]1[C:14]([C:15]([O:17][CH2:18][CH3:19])=[O:16])=[C:13]([CH2:20]Br)[NH:12][C:11]([N:22]2[CH:26]=[N:25][CH:24]=[N:23]2)=[N:10]1.Cl.[NH:28]1[CH2:33][CH2:32][O:31][CH:30]([CH2:34][C:35]([OH:37])=[O:36])[CH2:29]1>>[Br:1][C:2]1[CH:7]=[C:6]([F:8])[CH:5]=[CH:4][C:3]=1[CH:9]1[N:10]=[C:11]([N:22]2[CH:26]=[N:25][CH:24]=[N:23]2)[NH:12][C:13]([CH2:20][N:28]2[CH2:33][CH2:32][O:31][CH:30]([CH2:34][C:35]([OH:37])=[O:36])[CH2:29]2)=[C:14]1[C:15]([O:17][CH2:18][CH3:19])=[O:16] |f:1.2|. Procedure details: Ethyl 4-(2-bromo-4-fluorophenyl)-6-(bromomethyl)-2-(1H-1,2,4-triazol-1-yl)-1,4-dihydropyrimidine-5-carboxylate (0.5 g, 1.03 mmol) was reacted with 2-(morpholin-2-yl)acetic acid hydrochloride (0.19 g, 1.03 mmol) according to the procedure as described in Example 1, Step C to give the title compound as a yellow solid (0.22 g, 39%). The compound was characterized by the following spectroscopic data: Starting materials: CCO, O=[N+]([O-])c1ccccc1OC1CCCC1, Cl, [Fe], [NH4+], [OH-], O. The product is Nc1ccccc1OC1CCCC1. Reaction SMILES: [CH3:21][CH2:22][OH:23].[CH:3]1([O:8][c:9]2[c:10]([N+:15]([O-:16])=[O:17])[cH:11][cH:12][cH:13][cH:14]2)[CH2:4][CH2:5][CH2:6][CH2:7]1.[ClH:2].[Fe:20].[NH4+:18].[OH-:19].[OH2:1]>>[CH:3]1([O:8][c:9]2[c:10]([NH2:15])[cH:11][cH:12][cH:13][cH:14]2)[CH2:4][CH2:5][CH2:6][CH2:7]1. Starting materials: C(C)C1=C(C2=C(N=C(N2)C)C=C1)N1C(OC(C1)CN)=O ((±)-3-(5'-1-Ethyl-2-methylbenzimidazolyl)-5-(aminomethyl)oxazolidin-2-one), C(C)(=O)OC(C)=O (acetic anhydride). The solvent is N1=CC=CC=C1 (pyridine). Conditions: time 2 hour. Yields the product C(C)C1=C(C2=C(N=C(N2)C)C=C1)N1C(OC(C1)CNC(C)=O)=O ((±)-3-(5'-1-Ethyl-2-methylbenzimidazolyl)-5-(acetamidomethyl)oxazolidin-2-one). As a reaction SMILES: [CH2:1]([C:3]1[CH:12]=[CH:11][C:6]2[N:7]=[C:8]([CH3:10])[NH:9][C:5]=2[C:4]=1[N:13]1[CH2:17][CH:16]([CH2:18][NH2:19])[O:15][C:14]1=[O:20])[CH3:2].[C:21](OC(=O)C)(=[O:23])[CH3:22]>N1C=CC=CC=1>[CH2:1]([C:3]1[CH:12]=[CH:11][C:6]2[N:7]=[C:8]([CH3:10])[NH:9][C:5]=2[C:4]=1[N:13]1[CH2:17][CH:16]([CH2:18][NH:19][C:21](=[O:23])[CH3:22])[O:15][C:14]1=[O:20])[CH3:2]. Reported procedure: A mixture of (±)-3-(5'-1-Ethyl-2-methylbenzimidazolyl)-5-(aminomethyl)oxazolidin-2-one (XL, EXAMPLE 71, 0.100 g) in pyridine (2 ml) and acetic anhydride (1 ml) is stirred under nitrogen for 2 hrs. The mixture is then concentrated under reduced pressure to give the title compound, no further purification is necessary by analysis, mp 217°-218°, NMR (CDCl3 /DMF-d7, 300 MHz) 7.74, 7.52, 4.80, 4.27, 3.93, 3.58, 2.61 and 1.38 δ; CMR (DMF-d7, 75.47 MHz) 13.06, 14.67, 22.2, 38.65, 42.2, 72.01, 101.7, 10... Starting materials: CCCCCC(CC(=O)Nc1cc(CN)ccc1C(C)(C)C)c1ccc(OC)cc1OC, CS(=O)(=O)Cl. Product: CCCCCC(CC(=O)Nc1cc(CNS(C)(=O)=O)ccc1C(C)(C)C)c1ccc(OC)cc1OC. As a reaction SMILES: [C:1]([CH3:2])([CH3:3])([CH3:4])[c:5]1[c:6]([NH:13][C:14]([CH2:15][CH:16]([CH2:17][CH2:18][CH2:19][CH2:20][CH3:21])[c:22]2[c:23]([O:30][CH3:31])[cH:24][c:25]([O:28][CH3:29])[cH:26][cH:27]2)=[O:32])[cH:7][c:8]([CH2:11][NH2:12])[cH:9][cH:10]1.[CH3:33][S:34]([Cl:35])(=[O:36])=[O:37]>>[C:1]([CH3:2])([CH3:3])([CH3:4])[c:5]1[c:6]([NH:13][C:14]([CH2:15][CH:16]([CH2:17][CH2:18][CH2:19][CH2:20][CH3:21])[c:22]2[c:23]([O:30][CH3:31])[cH:24][c:25]([O:28][CH3:29])[cH:26][cH:27]2)=[O:32])[cH:7][c:8]([CH2:11][NH:12][S:34]([CH3:33])(=[O:36])=[O:37])[cH:9][cH:10]1. Reactants: C(C)(C)(C)OC(=O)N1CCCC2=CC(=CN=C12)Br (6-bromo-3,4-dihydro-2H-[1,8]naphthyridine-1-carboxylic acid tert-butyl ester), C(=O)C=1C=C(C=NC1)B1OC(C)(C)C(C)(C)O1 (5-formylpyridine-3-boronic acid pinacol ester), C([O-])([O-])=O.[Na+].[Na+] (sodium carbonate). Reagents/catalysts: C1=CC=C(C=C1)P([C-]2C=CC=C2)C3=CC=CC=C3.C1=CC=C(C=C1)P([C-]2C=CC=C2)C3=CC=CC=C3.Cl[Pd]Cl.[Fe+2] (1,1′-bis(diphenylphosphino)ferrocenedichloropalladium). The solvent is O1CCOCC1 (1,4-dioxane). Run at temperature 100 celsius. Yields the product C(C)(C)(C)OC(=O)N1CCCC2=CC(=CN=C12)C=1C=NC=C(C1)C=O (6-(5-formyl-pyridin-3-yl)-3,4-dihydro-2H-[1,8]naphthyridine-1-carboxylic acid tert-butyl ester). Yield: 79.9%. As a reaction SMILES: [C:1]([O:5][C:6]([N:8]1[C:17]2[C:12](=[CH:13][C:14](Br)=[CH:15][N:16]=2)[CH2:11][CH2:10][CH2:9]1)=[O:7])([CH3:4])([CH3:3])[CH3:2].[CH:19]([C:21]1[CH:22]=[C:23](B2OC(C)(C)C(C)(C)O2)[CH:24]=[N:25][CH:26]=1)=[O:20].C(=O)([O-])[O-].[Na+].[Na+]>O1CCOCC1.C1C=CC(P(C2C=CC=CC=2)[C-]2C=CC=C2)=CC=1.C1C=CC(P(C2C=CC=CC=2)[C-]2C=CC=C2)=CC=1.Cl[Pd]Cl.[Fe+2]>[C:1]([O:5][C:6]([N:8]1[C:17]2[C:12](=[CH:13][C:14]([C:23]3[CH:24]=[N:25][CH:26]=[C:21]([CH:19]=[O:20])[CH:22]=3)=[CH:15][N:16]=2)[CH2:11][CH2:10][CH2:9]1)=[O:7])([CH3:4])([CH3:3])[CH3:2] |f:2.3.4,6.7.8.9|. Reported procedure: A vial containing 6-bromo-3,4-dihydro-2H-[1,8]naphthyridine-1-carboxylic acid tert-butyl ester (3.35 g, 10.7 mmol), 5-formylpyridine-3-boronic acid pinacol ester (2.74 g, 11.8 mmol), 1,1′-bis(diphenylphosphino)ferrocenedichloropalladium (II) (870 mg, 1.1 mmol), and aqueous sodium carbonate solution (2M, 7.5 mL, 15.0 mmol) in 1,4-dioxane (75 mL) is flushed with Ar, sealed tightly and heated to 100° C. for 1 h. The reaction mixture is cooled to room temperature and partitioned between water and Et...